The task is: describe an organic reaction: reactants, conditions, products, and yield. This data is from the Open Reaction Database (ORD), a public repository of structured organic reaction records. Reactants: CN(C1=NC(=NC=C1)NC1=CC(=CC=C1)CS(=O)(=O)C)C1=CC=C2C(=NNC2=C1)C (N4-methyl-N4-(3-methyl-1H-indazol-6-yl)-N2-{3-[(methylsulfonyl)methyl]phenyl}-2,4-pyrimidinediamine), C(=O)([O-])[O-].[Cs+].[Cs+] (Cs2CO3), IC (iodomethane). The solvent is O (water), CN(C)C=O (DMF). Conditions: time 8 hour. Yields the product CN1N=C(C2=CC=C(C=C12)N(C1=NC(=NC=C1)NC1=CC(=CC=C1)CS(=O)(=O)C)C)C (N4-(1,3-dimethyl-1H-indazol-6-yl)-N4-methyl-N2-{3-[(methylsulfonyl)methyl]-phenyl}-2,4-pyrimidinediamine). Isolated yield 64.7%. RXN SMILES: [CH3:1][N:2]([C:21]1[CH:29]=[C:28]2[C:24]([C:25]([CH3:30])=[N:26][NH:27]2)=[CH:23][CH:22]=1)[C:3]1[CH:8]=[CH:7][N:6]=[C:5]([NH:9][C:10]2[CH:15]=[CH:14][CH:13]=[C:12]([CH2:16][S:17]([CH3:20])(=[O:19])=[O:18])[CH:11]=2)[N:4]=1.[C:31]([O-])([O-])=O.[Cs+].[Cs+].IC>CN(C=O)C.O>[CH3:31][N:27]1[C:28]2[C:24](=[CH:23][CH:22]=[C:21]([N:2]([CH3:1])[C:3]3[CH:8]=[CH:7][N:6]=[C:5]([NH:9][C:10]4[CH:15]=[CH:14][CH:13]=[C:12]([CH2:16][S:17]([CH3:20])(=[O:19])=[O:18])[CH:11]=4)[N:4]=3)[CH:29]=2)[C:25]([CH3:30])=[N:26]1 |f:1.2.3|. Procedure: To a solution of N4-methyl-N4-(3-methyl-1H-indazol-6-yl)-N2-{3-[(methylsulfonyl)methyl]phenyl}-2,4-pyrimidinediamine (Example 23) (389 mg, 0.92 mmol) in DMF (4 ml) was added Cs2CO3 (600 mg, 1.84 mmol) followed by iodomethane (64 ul, 1.02 mmol). The mixture was stirred at rt overnight. The mixture was diluted with water and extracted with EtOAc. The organic layer was washed with brine, dried over MgSO4, filtered and evaporated. Purification of crude product by prep TLC provided 260 mg of N4-(1,3-... Starting materials: ClC1=CC=C(C=N1)S(=O)(=O)N1CC(NCC1)C#CC (1-((6-chloro-3-pyridinyl)sulfonyl)-3-(1-propyn-1-yl)piperazine), C(C)(C)N(CC)C(C)C (diisopropylethylamine), ClC1=NC=C(C=N1)C(C(F)(F)F)(C)O (2-(2-chloropyrimidin-5-yl)-1,1,1-trifluoropropan-2-ol), ClC1=NC=C(C=N1)C(C(F)(F)F)(C)O (2-(2-chloropyrimidin-5-yl)-1,1,1-trifluoropropan-2-ol). Solvent: CN1CCCC1=O (NMP). Reaction conditions: temperature 140 celsius. Product: ClC1=CC=C(C=N1)S(=O)(=O)N1CC(N(CC1)C1=NC=C(C=N1)C(C(F)(F)F)(C)O)C#CC (2-(2-(4-((6-chloro-3-pyridinyl)sulfonyl)-2-(1-propyn-1-yl)-1-piperazinyl)-5-pyrimidinyl)-1,1,1-trifluoro-2-propanol). Isolated yield 48.1%. As a reaction SMILES: [Cl:1][C:2]1[N:7]=[CH:6][C:5]([S:8]([N:11]2[CH2:16][CH2:15][NH:14][CH:13]([C:17]#[C:18][CH3:19])[CH2:12]2)(=[O:10])=[O:9])=[CH:4][CH:3]=1.C(N(C(C)C)CC)(C)C.Cl[C:30]1[N:35]=[CH:34][C:33]([C:36]([OH:42])([CH3:41])[C:37]([F:40])([F:39])[F:38])=[CH:32][N:31]=1>CN1C(=O)CCC1>[Cl:1][C:2]1[N:7]=[CH:6][C:5]([S:8]([N:11]2[CH2:16][CH2:15][N:14]([C:30]3[N:31]=[CH:32][C:33]([C:36]([OH:42])([CH3:41])[C:37]([F:38])([F:39])[F:40])=[CH:34][N:35]=3)[CH:13]([C:17]#[C:18][CH3:19])[CH2:12]2)(=[O:10])=[O:9])=[CH:4][CH:3]=1. Reported procedure: To a 20 mL vial was added 1-((6-chloro-3-pyridinyl)sulfonyl)-3-(1-propyn-1-yl)piperazine (1.70 g, 7.47 mmol, Example 240, Step 4), diisopropylethylamine (4.20 mL, 24.2 mmol), and NMP (8.0 mL), and 2-(2-chloro-5-pyrimidinyl)-1,1,1-trifluoro-2-propanol (1.4 g, 6.37 mmol, Intermediate E). The vial was sealed and heated at 140° C. for 9 h. The reaction mixture was cooled to rt and partitioned between EtOAc (200 mL) and water (100 mL). The aqueous layer was extracted with EtOAc (2×75 mL). The combine... Procedure details: A mixture of 0.60 gm (3.4 mMol) 4-chlorophenylhydrazine hydrochloride and 0.54 mL (6.7 mMol) pyridine in 20 mL ethanol were stirred at 60° C. for 15 minutes. To this mixture was then added 4-acetylpiperidine hydrochloride and the reaction mixture was stirred for 2 hours at 70° C. The reaction mixture was concentrated under reduced pressure and the residue was treated with polyphosphoric acid. This mixture was heated at 90-100° C. for 48 hours. The reaction mixture was quenched with a slurry of i... Product: ClC=1C=C2C=C(NC2=CC1)C1CCNCC1 (5-chloro-2-(piperidin-4-yl)-1H-indole). Conditions: temperature 60 celsius, time 15 minute. Solvent: C(C)O (ethanol). Reactants: Cl.ClC1=CC=C(C=C1)NN (4-chlorophenylhydrazine hydrochloride), N1=CC=CC=C1 (pyridine), Cl.C(C)(=O)C1CCNCC1 (4-acetylpiperidine hydrochloride). The yield is 36.0%. As a reaction SMILES: Cl.[Cl:2][C:3]1[CH:8]=[CH:7][C:6]([NH:9]N)=[CH:5][CH:4]=1.N1C=CC=CC=1.Cl.[C:18]([CH:21]1[CH2:26][CH2:25][NH:24][CH2:23][CH2:22]1)(=O)[CH3:19]>C(O)C>[Cl:2][C:3]1[CH:8]=[C:7]2[C:6](=[CH:5][CH:4]=1)[NH:9][C:18]([CH:21]1[CH2:26][CH2:25][NH:24][CH2:23][CH2:22]1)=[CH:19]2 |f:0.1,3.4|. Reactants: SC=1SC(=NN1)S (2,5-Dimercapto-1,3,4-thiadiazole), C1C(C)O1 (Propylene oxide). Solvent: C(C)(C)O (isopropanol). Product: OC(CSC=1SC(=NN1)SCC(C)O)C (2,5-Bis(2-hydroxypropylthio)-1,3,4-thiadiazole). Reaction SMILES: [SH:1][C:2]1[S:3][C:4]([SH:7])=[N:5][N:6]=1.[CH2:8]1[O:11][CH:9]1[CH3:10]>C(O)(C)C>[OH:11][CH:9]([CH3:8])[CH2:10][S:1][C:2]1[S:3][C:4]([S:7][CH2:8][CH:9]([OH:11])[CH3:10])=[N:5][N:6]=1. Procedure details: 2,5-Dimercapto-1,3,4-thiadiazole(276.21 grams, 1.84 moles) and isopropanol (400 ml) were charged into a reaction flask. Propylene oxide(222.8 grams, 3.84 moles) was added at a rate sufficient to maintain reflux condition. The mixture was refluxed for 15 minutes. The solvent was stripped off by using a rotary evaporator at approximately 20 mm Hg and 100° C. The product is characterized by infrared absorption bands at 3350, 2900, 1680, 1450, 1380, 1250, 1120, 1040, 930, 740, and 705 cm-1.